This data is from the Open Reaction Database (ORD), a public repository of structured organic reaction records. The task is: describe an organic reaction: reactants, conditions, products, and yield Starting materials: C[Si]([N-][Si](C)(C)C)(C)C.[Li+] (lithium hexamethyldisilazide), SC=1SC=C(N1)C=1C[C@@H](N(CC1)C(=O)OCC=C)C (allyl (2S)-4-(2-mercapto-1,3-thiazol-4-yl)-2-methyl-3,6-dihydro-1(2 H)-pyridinecarboxylate), ice water, O(C1=CC=CC=C1)P(OC1=C(N2C([C@@H]([C@H]2[C@H]1C)[C@@H](C)O[Si](C)(C)C)=O)C(=O)OCC=C)OC1=CC=CC=C1 (allyl (4R,5R,6S)-3-[(diphenoxyphosphino)oxy]-4-methyl-7-oxo-6-{(1R)-1-[(trimethylsilyl)oxy]ethyl}-1-azabicyclo[3.2.0]hept-2-ene-2-carboxylate), C(C)#N (acetonitrile). Run in C1CCOC1 (THF), C1CCOC1 (THF). Conditions: time 10 minute. Yields the product C(C=C)OC(=O)N1[C@H](CC(=CC1)C=1N=C(SC1)SC1=C(N2C([C@@H]([C@H]2[C@H]1C)[C@@H](C)O[Si](C)(C)C)=O)C(=O)OCC=C)C (allyl (4R,5S,6S)-3-[(4-{(2S)-1-[(allyloxy)carbonyl]-2-methyl-1,2,3,6-tetrahydro-4-pyridinyl}-1,3-thiazol-2-yl)sulfanyl]-4-methyl-7-oxo-6-{(1R)-1-[(trimethylsilyl)oxy]ethyl}-1-azabicyclo[3.2.0]hept-2-ene-2-carboxylate). The yield is 47.0%. RXN SMILES: C[Si](C)(C)[N-][Si](C)(C)C.[Li+].[SH:11][C:12]1[S:13][CH:14]=[C:15]([C:17]2[CH2:18][C@H:19]([CH3:29])[N:20]([C:23]([O:25][CH2:26][CH:27]=[CH2:28])=[O:24])[CH2:21][CH:22]=2)[N:16]=1.O(P(OC1C=CC=CC=1)O[C:39]1[C@H:45]([CH3:46])[C@H:44]2[N:41]([C:42](=[O:54])[C@@H:43]2[C@H:47]([O:49][Si:50]([CH3:53])([CH3:52])[CH3:51])[CH3:48])[C:40]=1[C:55]([O:57][CH2:58][CH:59]=[CH2:60])=[O:56])C1C=CC=CC=1.C(#N)C>C1COCC1>[CH2:26]([O:25][C:23]([N:20]1[CH2:21][CH:22]=[C:17]([C:15]2[N:16]=[C:12]([S:11][C:39]3[C@H:45]([CH3:46])[C@H:44]4[N:41]([C:42](=[O:54])[C@@H:43]4[C@H:47]([O:49][Si:50]([CH3:51])([CH3:52])[CH3:53])[CH3:48])[C:40]=3[C:55]([O:57][CH2:58][CH:59]=[CH2:60])=[O:56])[S:13][CH:14]=2)[CH2:18][C@@H:19]1[CH3:29])=[O:24])[CH:27]=[CH2:28] |f:0.1|. Procedure: A solution of lithium hexamethyldisilazide in THF (1M, 0.30 ml, 0.30 mmol) was added at 0–5° C. to a solution of allyl (2S)-4-(2-mercapto-1,3-thiazol-4-yl)-2-methyl-3,6-dihydro-1(2 H)-pyridinecarboxylate (89 mg, 0.30 mmol) in THF (2.0 ml) and the mixture was stirred for 10 minutes. To the reaction solution was added at 0° C. a solution of allyl (4R,5R,6S)-3-[(diphenoxyphosphino)oxy]-4-methyl-7-oxo-6-{(1R)-1-[(trimethylsilyl)oxy]ethyl}-1-azabicyclo[3.2.0]hept-2-ene-2-carboxylate in acetonitrile (... Yields the product COc1cccc2cc(COCCC(c3ccccc3)c3ccccc3)oc12. Reactants: COc1cccc2cc(CCl)oc12, [Cl-], [H-], [NH4+], [Na+], CN(C)C=O, O, OCCC(c1ccccc1)c1ccccc1. As a reaction SMILES: [CH3:19][O:20][c:21]1[cH:22][cH:23][cH:24][c:25]2[cH:26][c:27]([CH2:30][Cl:31])[o:28][c:29]12.[Cl-:32].[H-:17].[NH4+:33].[Na+:18].[O:35]=[CH:36][N:37]([CH3:38])[CH3:39].[OH2:34].[c:1]1([CH:7]([CH2:8][CH2:9][OH:10])[c:11]2[cH:12][cH:13][cH:14][cH:15][cH:16]2)[cH:2][cH:3][cH:4][cH:5][cH:6]1>>[c:1]1([CH:7]([CH2:8][CH2:9][O:10][CH2:30][c:27]2[cH:26][c:25]3[cH:24][cH:23][cH:22][c:21]([O:20][CH3:19])[c:29]3[o:28]2)[c:11]2[cH:12][cH:13][cH:14][cH:15][cH:16]2)[cH:2][cH:3][cH:4][cH:5][cH:6]1. Reactants: ice, BrC=1C=CC(=NC1)C(=O)Cl (5-bromopyridine-2-carbonyl chloride), C1(=CC=CC=C1)NC1=C(C=CC=C1)N (N-phenyl-1,2-diaminobenzene), P(=O)(Cl)(Cl)Cl (phosphoryl chloride), C([O-])([O-])=O.[Na+].[Na+] (sodium carbonate). Solvent: C(C)N(CC)CC (triethylamine), O (water), O1CCOCC1 (dioxane), ClCCl (dichloromethane). Conditions: time 20 hour. The product is BrC=1C=CC(=NC1)C1=NC2=C(N1C1=CC=CC=C1)C=CC=C2 (2-(5-bromopyridin-2-yl)-1-phenyl-1H-benzo[d]imidazole). The yield is 25.0%. Reaction SMILES: [Br:1][C:2]1[CH:3]=[CH:4][C:5]([C:8](Cl)=O)=[N:6][CH:7]=1.[C:11]1([NH:17][C:18]2[CH:23]=[CH:22][CH:21]=[CH:20][C:19]=2[NH2:24])[CH:16]=[CH:15][CH:14]=[CH:13][CH:12]=1.P(Cl)(Cl)(Cl)=O.C(=O)([O-])[O-].[Na+].[Na+]>ClCCl.O1CCOCC1.O.C(N(CC)CC)C>[Br:1][C:2]1[CH:3]=[CH:4][C:5]([C:8]2[N:17]([C:11]3[CH:16]=[CH:15][CH:14]=[CH:13][CH:12]=3)[C:18]3[CH:23]=[CH:22][CH:21]=[CH:20][C:19]=3[N:24]=2)=[N:6][CH:7]=1 |f:3.4.5|. Procedure: To a suspension of 5-bromopyridine-2-carbonyl chloride (10.11 g, 46 mmol), N-phenyl-1,2-diaminobenzene (8.46 g, 46 mmol) in anhydrous dichloromethane (DCM) (100 mL), was added triethylamine (TEA) at 0° C. Then the whole was stirred at room temperature (RT) for about 20 hours. The mixture was poured into water, extracted with dichloromethane (100 mL×2). The organic phase was collected, dried over sodium sulfate (Na2SO4), and passed through a pad of silica gel (hexanes/ethyl acetate 4:1). After re... The reactants are O=C([O-])[O-], CCCc1c(OCCCCCC(=O)OC)ccc(C(C)=O)c1OCCOCCOS(C)(=O)=O, CC(C)=O, CN(C)C=O, [K+], [K+], CCCc1c(O)ccc(C(C)=O)c1O. Product: CCCc1c(OCCOCCOc2c(C(C)=O)ccc(OCCCCCC(=O)OC)c2CCC)ccc(C(C)=O)c1O. As a reaction SMILES: [C:48](=[O:49])([O-:50])[O-:51].[CH3:15][O:16][C:17]([CH2:18][CH2:19][CH2:20][CH2:21][CH2:22][O:23][c:24]1[c:25]([CH2:44][CH2:45][CH3:46])[c:26]([O:33][CH2:34][CH2:35][O:36][CH2:37][CH2:38][O:39][S:40]([CH3:41])(=[O:42])=[O:43])[c:27]([C:30]([CH3:31])=[O:32])[cH:28][cH:29]1)=[O:47].[CH3:54][C:55](=[O:56])[CH3:57].[CH3:58][N:59]([CH3:60])[CH:61]=[O:62].[K+:52].[K+:53].[OH:1][c:2]1[c:3]([C:12]([CH3:13])=[O:14])[cH:4][cH:5][c:6]([OH:11])[c:7]1[CH2:8][CH2:9][CH3:10]>>[OH:1][c:2]1[c:3]([C:12]([CH3:13])=[O:14])[cH:4][cH:5][c:6]([O:39][CH2:38][CH2:37][O:36][CH2:35][CH2:34][O:33][c:26]2[c:25]([CH2:44][CH2:45][CH3:46])[c:24]([O:23][CH2:22][CH2:21][CH2:20][CH2:19][CH2:18][C:17]([O:16][CH3:15])=[O:47])[cH:29][cH:28][c:27]2[C:30]([CH3:31])=[O:32])[c:7]1[CH2:8][CH2:9][CH3:10].